This data is from the Open Reaction Database (ORD), a public repository of structured organic reaction records. The task is: describe an organic reaction: reactants, conditions, products, and yield The solvent is CC(=O)N(C)C (dimethylacetamide). Yields the product [N+](=O)([O-])C1=CC=C(OC2=CC=CC3=CC(=CC=C23)OC2=CC=C(C=C2)[N+](=O)[O-])C=C1 (1,6-bis-(4-nitrophenoxy) naphthalene). Reported procedure: 232.7 g of 1,6-naphthalene diol, 409.5 g of 4-fluoronitrobenzene and 402.1 g potassium carbonate were combined with 1 1. of dimethylacetamide (DMAc) and heated to reflux for 1 hour to form 1,6-bis-(4-nitrophenoxy) naphthalene. The mixture was concentrated by distilling off 500 ml of DMAc. The mixture was cooled to room temperature and the product precipitated by pouring into 1 1. of water. A light tan solid was collected and washed with three 500 ml portions of methanol to facilitate drying. Starting materials: C1(=CC=CC2=CC(=CC=C12)O)O (1,6-naphthalene diol), FC1=CC=C(C=C1)[N+](=O)[O-] (4-fluoronitrobenzene), C([O-])([O-])=O.[K+].[K+] (potassium carbonate). Reaction SMILES: [C:1]1([OH:12])[C:10]2[C:5](=[CH:6][C:7](O)=[CH:8][CH:9]=2)[CH:4]=[CH:3][CH:2]=1.F[C:14]1[CH:19]=[CH:18][C:17]([N+:20]([O-:22])=[O:21])=[CH:16][CH:15]=1.[C:23](=[O:26])([O-])[O-].[K+].[K+]>CC(N(C)C)=O>[N+:20]([C:17]1[CH:18]=[CH:19][C:14]([O:12][C:1]2[C:10]3[C:5](=[CH:6][C:7]([O:26][C:23]4[CH:19]=[CH:18][C:17]([N+:20]([O-:22])=[O:21])=[CH:16][CH:15]=4)=[CH:8][CH:9]=3)[CH:4]=[CH:3][CH:2]=2)=[CH:15][CH:16]=1)([O-:22])=[O:21] |f:2.3.4|. Starting materials: C(CCC)OC(=O)C=1C(=C2C(=C(N1)Br)SC=C2)O (7-bromo-4-hydroxy-thieno[2,3-c]pyridine-5-carboxylic acid butyl ester), CB1OB(OB(O1)C)C (trimethylboroxine), C([O-])([O-])=O.[K+].[K+] (potassium carbonate). The reagents and catalysts are [Pd].C1(=CC=CC=C1)P(C1=CC=CC=C1)C1=CC=CC=C1.C1(=CC=CC=C1)P(C1=CC=CC=C1)C1=CC=CC=C1.C1(=CC=CC=C1)P(C1=CC=CC=C1)C1=CC=CC=C1.C1(=CC=CC=C1)P(C1=CC=CC=C1)C1=CC=CC=C1 (tetrakis(triphenylphosphine) palladium(0)). Solvent: O1CCOCC1 (1,4-dioxane). Run at temperature 140 celsius. Yields the product C(CCC)OC(=O)C=1C(=C2C(=C(N1)C)SC=C2)O (4-Hydroxy-7-methyl-thieno[2,3-c]pyridine-5-carboxylic acid butyl ester). Reaction SMILES: [CH2:1]([O:5][C:6]([C:8]1[C:9]([OH:18])=[C:10]2[CH:17]=[CH:16][S:15][C:11]2=[C:12](Br)[N:13]=1)=[O:7])[CH2:2][CH2:3][CH3:4].[CH3:19]B1OB(C)OB(C)O1.C(=O)([O-])[O-].[K+].[K+]>[Pd].C1(P(C2C=CC=CC=2)C2C=CC=CC=2)C=CC=CC=1.C1(P(C2C=CC=CC=2)C2C=CC=CC=2)C=CC=CC=1.C1(P(C2C=CC=CC=2)C2C=CC=CC=2)C=CC=CC=1.C1(P(C2C=CC=CC=2)C2C=CC=CC=2)C=CC=CC=1.O1CCOCC1>[CH2:1]([O:5][C:6]([C:8]1[C:9]([OH:18])=[C:10]2[CH:17]=[CH:16][S:15][C:11]2=[C:12]([CH3:19])[N:13]=1)=[O:7])[CH2:2][CH2:3][CH3:4] |f:2.3.4,5.6.7.8.9|. Reported procedure: A mixture of 7-bromo-4-hydroxy-thieno[2,3-c]pyridine-5-carboxylic acid butyl ester (example 43a, 165 mg, 0.5 mmol), trimethylboroxine (70 μl, 0.5 mmol), tetrakis(triphenylphosphine) palladium(0) (118 mg, 0.1 mmol), potassium carbonate (208 mg, 1.5 mmol), and anhydrous 1,4-dioxane (3 ml) was heated in a microwave oven at 140° C. for 15 min. Then silica gel was added and the mixture concentrated in vacuo. The residue was added on top of a short column filled with silica gel. Elution with ethyl ace... The reactants are COc1cc2nccc(Oc3ccc(N)c(C)c3C)c2cc1OC, Cc1ccccc1, CCO, O=C(N=C=S)c1ccc(Cl)cc1. Yields the product COc1cc2nccc(Oc3ccc(NC(=S)NC(=O)c4ccc(Cl)cc4)c(C)c3C)c2cc1OC. Reaction SMILES: [CH3:13][O:14][c:15]1[cH:16][c:17]2[c:18]([O:27][c:28]3[c:29]([CH3:36])[c:30]([CH3:35])[c:31]([NH2:32])[cH:33][cH:34]3)[cH:19][cH:20][n:21][c:22]2[cH:23][c:24]1[O:25][CH3:26].[CH3:37][c:38]1[cH:39][cH:40][cH:41][cH:42][cH:43]1.[CH3:44][CH2:45][OH:46].[Cl:1][c:2]1[cH:3][cH:4][c:5]([C:8](=[O:9])[N:10]=[C:11]=[S:12])[cH:6][cH:7]1>>[Cl:1][c:2]1[cH:3][cH:4][c:5]([C:8](=[O:9])[NH:10][C:11](=[S:12])[NH:32][c:31]2[c:30]([CH3:35])[c:29]([CH3:36])[c:28]([O:27][c:18]3[c:17]4[cH:16][c:15]([O:14][CH3:13])[c:24]([O:25][CH3:26])[cH:23][c:22]4[n:21][cH:20][cH:19]3)[cH:34][cH:33]2)[cH:6][cH:7]1. Reactants: BrC=1C(N(N=CC1Br)CC1=CC=C(C=C1)F)=O (4,5-dibromo-2-(4-fluorobenzyl)pyridazin-3(2H)-one), CN1C(CNCC1)=O (1-methylpiperazin-2-one), C(C)(C)N(CC)C(C)C (diisopropylethyl-amine). Solvent: C(C)O (ethanol). Run at temperature 100 celsius. Product: BrC=1C(N(N=CC1N1CC(N(CC1)C)=O)CC1=CC=C(C=C1)F)=O (4-Bromo-2-(4-fluorobenzyl)-5-(4-methyl-3-oxopiperazin-1-yl)pyridazin-3(2H)-one). As a reaction SMILES: [Br:1][C:2]1[C:3](=[O:17])[N:4]([CH2:9][C:10]2[CH:15]=[CH:14][C:13]([F:16])=[CH:12][CH:11]=2)[N:5]=[CH:6][C:7]=1Br.[CH3:18][N:19]1[CH2:24][CH2:23][NH:22][CH2:21][C:20]1=[O:25].C(N(C(C)C)CC)(C)C>C(O)C>[Br:1][C:2]1[C:3](=[O:17])[N:4]([CH2:9][C:10]2[CH:15]=[CH:14][C:13]([F:16])=[CH:12][CH:11]=2)[N:5]=[CH:6][C:7]=1[N:22]1[CH2:23][CH2:24][N:19]([CH3:18])[C:20](=[O:25])[CH2:21]1. Procedure details: A mixture of 4,5-dibromo-2-(4-fluorobenzyl)pyridazin-3(2H)-one (0.8 g, 2.21 mmol), 1-methylpiperazin-2-one (0.33, 2.87 mmol; see Example 7, Step 3), and diisopropylethyl-amine (0.34 g, 3.32 mmol) in absolute ethanol (3 mL) was heated in a sealed tube in an oil bath at 100° C. overnight. The mixture was concentrated under vacuum. The residue was partitioned between ethyl acetate and brine. The organic extract was dried over sodium sulfate, filtered, and concentrated under vacuum. The residue was ... The reactants are COc1ccccc1OCCCCl, OC(c1ccc(F)cc1)(c1ccc(F)cc1)C1CCNCC1, [I-], [K+]. The product is COc1ccccc1OCCCN1CCC(C(O)(c2ccc(F)cc2)c2ccc(F)cc2)CC1. As a reaction SMILES: [Cl:23][CH2:24][CH2:25][CH2:26][O:27][c:28]1[c:29]([O:34][CH3:35])[cH:30][cH:31][cH:32][cH:33]1.[F:1][c:2]1[cH:3][cH:4][c:5]([C:8]([OH:9])([CH:10]2[CH2:11][CH2:12][NH:13][CH2:14][CH2:15]2)[c:16]2[cH:17][cH:18][c:19]([F:22])[cH:20][cH:21]2)[cH:6][cH:7]1.[I-:37].[K+:36]>>[F:1][c:2]1[cH:3][cH:4][c:5]([C:8]([OH:9])([CH:10]2[CH2:11][CH2:12][N:13]([CH2:24][CH2:25][CH2:26][O:27][c:28]3[c:29]([O:34][CH3:35])[cH:30][cH:31][cH:32][cH:33]3)[CH2:14][CH2:15]2)[c:16]2[cH:17][cH:18][c:19]([F:22])[cH:20][cH:21]2)[cH:6][cH:7]1. Starting materials: CC1=C(C=CC(=C1)OC)N1CCC=2C(=NC=3C(=CC=CC3C21)OCC(F)(F)F)Cl (1-(2-Methyl-4-methoxyphenyl)-4-chloro-6-β,β,β-trifluoroethoxy-2,3-dihydropyrrolo[3,2-c]quinoline), NCCCO (3-amino-1-propanol). Product: CC1=C(C=CC(=C1)OC)N1CCC=2C(=NC=3C(=CC=CC3C21)OCC(F)(F)F)NCCCO (1-(2-methyl-4-methoxyphenyl)-4-[(3-hydroxypropyl)amino]-6-β,β,β-trifluoroethoxy-2,3-dihydropyrrolo[3,2-c]quinoline). RXN SMILES: [CH3:1][C:2]1[CH:7]=[C:6]([O:8][CH3:9])[CH:5]=[CH:4][C:3]=1[N:10]1[C:22]2[C:21]3[CH:20]=[CH:19][CH:18]=[C:17]([O:23][CH2:24][C:25]([F:28])([F:27])[F:26])[C:16]=3[N:15]=[C:14](Cl)[C:13]=2[CH2:12][CH2:11]1.[NH2:30][CH2:31][CH2:32][CH2:33][OH:34]>>[CH3:1][C:2]1[CH:7]=[C:6]([O:8][CH3:9])[CH:5]=[CH:4][C:3]=1[N:10]1[C:22]2[C:21]3[CH:20]=[CH:19][CH:18]=[C:17]([O:23][CH2:24][C:25]([F:28])([F:27])[F:26])[C:16]=3[N:15]=[C:14]([NH:30][CH2:31][CH2:32][CH2:33][OH:34])[C:13]=2[CH2:12][CH2:11]1. Procedure details: 1-(2-Methyl-4-methoxyphenyl)-4-chloro-6-β,β,β-trifluoroethoxy-2,3-dihydropyrrolo[3,2-c]quinoline(700 mg, 1.7 mmol) was dissolved in 3-amino-1-propanol(5.0 ml), and reacted at the same condition of Step 3 in the Example 49 to obtain 470 mg of desired compound as solid in 60% of yield.